From a dataset of the Open Reaction Database (ORD), a public repository of structured organic reaction records. describe an organic reaction: reactants, conditions, products, and yield Starting materials: FC=1C=C(C=CC1N1C=C(C=C1)CCC(=O)OCC)N1C(O[C@H](C1)CNC(C)=O)=O ((S)-N-[[3-[3-Fluoro-4-[3-(2-carboethoxyethyl)-1H-pyrrol-1-yl]phenyl]-2-oxo-5-oxazolidinyl]methyl]acetamide), [BH4-].[Li+] (lithium borohydride), [Cl-].[NH4+] (ammonium chloride). Solvent: C(C)(=O)OCC (ethyl acetate), C1CCOC1 (THF). Conditions: time 18 hour. Yields the product FC=1C=C(C=CC1N1C=C(C=C1)CCCO)N1C(O[C@H](C1)CNC(C)=O)=O ((S)-N-[[3-[3-Fluoro-4-[3-(3-hydroxypropyl)-1H-pyrrol-1-yl]phenyl]-2-oxo-5-oxazolidinyl]methyl]acetamide). Yield: 38.7%. Reaction SMILES: [F:1][C:2]1[CH:3]=[C:4]([N:20]2[CH2:24][C@H:23]([CH2:25][NH:26][C:27](=[O:29])[CH3:28])[O:22][C:21]2=[O:30])[CH:5]=[CH:6][C:7]=1[N:8]1[CH:12]=[CH:11][C:10]([CH2:13][CH2:14][C:15](OCC)=[O:16])=[CH:9]1.[BH4-].[Li+].[Cl-].[NH4+]>C1COCC1.C(OCC)(=O)C>[F:1][C:2]1[CH:3]=[C:4]([N:20]2[CH2:24][C@H:23]([CH2:25][NH:26][C:27](=[O:29])[CH3:28])[O:22][C:21]2=[O:30])[CH:5]=[CH:6][C:7]=1[N:8]1[CH:12]=[CH:11][C:10]([CH2:13][CH2:14][CH2:15][OH:16])=[CH:9]1 |f:1.2,3.4|. Reported procedure: A solution of 275 mg (0.66 mmol) of the compound of Example 24 in 15 mL THF was treated with 287 mg (13.2 mmol) of lithium borohydride followed by stirring at ambient temperature for 18 h. The solution was treated with 1 mL of saturated ammonium chloride solution, diluted with ethyl acetate, and extracted with water (3×). Drying (Na2SO4) and concentration in vacuo afforded an oil, which was chromatographed over 20 g of 230-400 mesh silica gel eluting with 2-4% (v/v) methanol in dichloromethane. ... Product: COC=1C=C2C(=CC=NC2=CC1OCC(CO)O)OC=1C(=NC2=CC=CC=C2C1)C (3-[6-Methoxy-4-(2-methyl-quinolin-3-yloxy)-quinolin-7-yloxy]-propane-1,2-diol). As a reaction SMILES: [CH3:1][O:2][C:3]1[CH:4]=[C:5]2[C:10](=[CH:11][C:12]=1[O:13][CH2:14][CH:15]1[CH2:17][O:16]1)[N:9]=[CH:8][CH:7]=[C:6]2[O:18][C:19]1[C:20]([CH3:29])=[N:21][C:22]2[C:27]([CH:28]=1)=[CH:26][CH:25]=[CH:24][CH:23]=2.FC(F)(F)C(O)=[O:33].[OH-].[Na+]>ClCCl>[CH3:1][O:2][C:3]1[CH:4]=[C:5]2[C:10](=[CH:11][C:12]=1[O:13][CH2:14][CH:15]([OH:16])[CH2:17][OH:33])[N:9]=[CH:8][CH:7]=[C:6]2[O:18][C:19]1[C:20]([CH3:29])=[N:21][C:22]2[C:27]([CH:28]=1)=[CH:26][CH:25]=[CH:24][CH:23]=2 |f:2.3|. Yield: 67.0%. The reactants are [OH-].[Na+] (sodium hydroxide), COC=1C=C2C(=CC=NC2=CC1OCC1OC1)OC=1C(=NC2=CC=CC=C2C1)C (6-Methoxy-4-(2-methyl-quinolin-3-yloxy)-7-oxiranylmethoxy-quinoline), COC=1C=C2C(=CC=NC2=CC1OCC1OC1)OC=1C(=NC2=CC=CC=C2C1)C (6-Methoxy-4-(2-methyl-quinolin-3-yloxy)-7-oxiranylmethoxy-quinoline), FC(C(=O)O)(F)F (Trifluoroacetic acid). The solvent is ClCCl (dichloromethane). Conditions: temperature 0 celsius, time 2 hour. Reported procedure: 6-Methoxy-4-(2-methyl-quinolin-3-yloxy)-7-oxiranylmethoxy-quinoline (compound 383) (30 mg) was dissolved in dichloromethane (1.5 ml) to prepare a solution. Trifluoroacetic acid (1 ml) was added to the solution at 0° C., and the mixture was then stirred at 0° C. for 2 hr. The reaction solution was made alkaline by the addition of a 1 N aqueous sodium hydroxide solution, and the mixture was extracted with chloroform. The chloroform layer was washed with water and was then dried over anhydrous sodi... As a reaction SMILES: [CH2:25]1[CH2:26][CH:27]=[CH:28][CH2:29][CH2:30]1.[CH3:31][CH2:32][OH:33].[N+:1]([O-:2])(=[O:3])[c:4]1[c:5]([N:19]2[CH2:20][CH2:21][CH2:22][CH2:23][CH2:24]2)[c:6]([C:7](=[O:8])[O:9][CH2:10][CH3:11])[cH:12][c:13]([C:15]([F:16])([F:17])[F:18])[cH:14]1>>[NH2:1][c:4]1[c:5]([N:19]2[CH2:20][CH2:21][CH2:22][CH2:23][CH2:24]2)[c:6]([C:7](=[O:8])[O:9][CH2:10][CH3:11])[cH:12][c:13]([C:15]([F:16])([F:17])[F:18])[cH:14]1. The product is CCOC(=O)c1cc(C(F)(F)F)cc(N)c1N1CCCCC1. Starting materials: C1=CCCCC1, CCO, CCOC(=O)c1cc(C(F)(F)F)cc([N+](=O)[O-])c1N1CCCCC1. Isolated yield 64.8%. The reactants are [K] (Potassium), [K] (potassium), C(#N)CC(=O)OCC (Ethyl cyanoacetate), ClC1=NC=CC=C1[N+](=O)[O-] (2-Chloro-3-nitropyridine). Procedure: Potassium (2.5 g, 63 mmol) was carefully added in small lumps to dry t-butanol (80 mL, distilled from calcium hydride). Upon complete addition, the reaction was warmed to 50° and stirred until all the potassium was consumed. Ethyl cyanoacetate (6.71 mL, 63 mmol) was added and a thick white precipitate was formed. 2-Chloro-3-nitropyridine (5 g, 31.5 mmol) was added in hot (60° C.) t-butanol (80 mL) and the reaction turned dark orange upon addition. The reaction was heated to reflux for two hours,... Reaction SMILES: [K].[C:2]([CH2:4][C:5]([O:7][CH2:8][CH3:9])=[O:6])#[N:3].Cl[C:11]1[C:16]([N+:17]([O-:19])=[O:18])=[CH:15][CH:14]=[CH:13][N:12]=1>C(O)(C)(C)C>[C:2]([CH:4]([C:11]1[C:16]([N+:17]([O-:19])=[O:18])=[CH:15][CH:14]=[CH:13][N:12]=1)[C:5]([O:7][CH2:8][CH3:9])=[O:6])#[N:3] |^1:0|. The solvent is C(C)(C)(C)O (t-butanol), C(C)(C)(C)O (t-butanol). Yields the product C(#N)C(C(=O)OCC)C1=NC=CC=C1[N+](=O)[O-] (α-Cyano-3-nitro-2-pyridineacetic acid, ethyl ester).